This data is from the Open Reaction Database (ORD), a public repository of structured organic reaction records. The task is: describe an organic reaction: reactants, conditions, products, and yield The reactants are C(C)(C)(C)OC(=O)N1C(=CC2=CC=CC=C12)C1=C(N=NC(=C1)Cl)OC (2-(6-chloro-3-methoxy-pyridazin-4-yl)-indole-1-carboxylic acid tert-butyl ester), C[Si](C)(C)Cl (trimethylsilylchloride), O (water). The solvent is C(C)#N (acetonitrile). Product: ClC=1C=C(C(NN1)=O)C=1NC2=CC=CC=C2C1 (6-Chloro-4-(1H-indol-2-yl)-2H-pyridazin-3-one). RXN SMILES: C(OC([N:8]1[C:16]2[C:11](=[CH:12][CH:13]=[CH:14][CH:15]=2)[CH:10]=[C:9]1[C:17]1[CH:22]=[C:21]([Cl:23])[N:20]=[N:19][C:18]=1[O:24]C)=O)(C)(C)C.C[Si](Cl)(C)C.O>C(#N)C>[Cl:23][C:21]1[CH:22]=[C:17]([C:9]2[NH:8][C:16]3[C:11]([CH:10]=2)=[CH:12][CH:13]=[CH:14][CH:15]=3)[C:18](=[O:24])[NH:19][N:20]=1. Procedure details: 2 g of 2-(6-chloro-3-methoxy-pyridazin-4-yl)-indole-1-carboxylic acid tert-butyl ester is treated for 16 h at 85° C. with 2.76 g of KI and 1.8 g of trimethylsilylchloride in 200 ml acetonitrile. On completion of the reaction the reaction solution is poured into water and the precipitated product is isolated by filtration. Yield: 1.33 g. LC-MS (ES+) 246 (M+H)+. Starting materials: CC#CCn1c(N2CCN(C(=O)OC(C)(C)C)CC2)nc(C=O)c1C#N, CCOC(=O)CP(=O)(OCC)OCC, CCOC(C)=O, [H-], [Na+], [Na+], C1CCOC1, [OH-]. Product: CC#CCn1c(N2CCN(C(=O)OC(C)(C)C)CC2)nc(C=CC(=O)OCC)c1C#N. As a reaction SMILES: [CH2:17]([C:18]#[C:19][CH3:20])[n:21]1[c:22]([N:30]2[CH2:31][CH2:32][N:33]([C:36](=[O:37])[O:38][C:39]([CH3:40])([CH3:41])[CH3:42])[CH2:34][CH2:35]2)[n:23][c:24]([CH:28]=[O:29])[c:25]1[C:26]#[N:27].[CH2:3]([O:4][P:5]([O:6][CH2:7][CH3:8])(=[O:9])[CH2:11][C:12](=[O:13])[O:14][CH2:15][CH3:16])[CH3:10].[CH3:50][CH2:51][O:52][C:53](=[O:54])[CH3:55].[H-:1].[Na+:2].[Na+:44].[O:45]1[CH2:46][CH2:47][CH2:48][CH2:49]1.[OH-:43]>>[CH:11]([C:12](=[O:13])[O:14][CH2:15][CH3:16])=[CH:28][c:24]1[n:23][c:22]([N:30]2[CH2:31][CH2:32][N:33]([C:36](=[O:37])[O:38][C:39]([CH3:40])([CH3:41])[CH3:42])[CH2:34][CH2:35]2)[n:21]([CH2:17][C:18]#[C:19][CH3:20])[c:25]1[C:26]#[N:27]. Starting materials: CC=1C=C2OCCN3C=C(N=C3C2=CC1C(C)=O)C1=NC(=NN1C(C)C)C (1-{12-methyl-4-[3-methyl-1-(propan-2-yl)-1H-1,2,4-triazol-5-yl]-9-oxa-3,6-diazatricyclo[8.4.0.02,6]tetradeca-1(14),2,4,10,12-pentaen-13-yl}ethan-1-one), [BH4-].[Na+] (NaBH4), O (Water). Solvent: CO (MeOH). Run at time 2 hour. Yields the product CC=1C=C2OCCN3C=C(N=C3C2=CC1C(C)O)C1=NC(=NN1C(C)C)C (1-{12-Methyl-4-[3-methyl-1-(propan-2-yl)-1H-1,2,4-triazol-5-yl]-9-oxa-3,6-diazatricyclo[8.4.0.02,6]tetradeca-1(14),2,4,10,12-pentaen-13-yl}ethan-1-ol). The yield is 58.0%. As a reaction SMILES: [CH3:1][C:2]1[CH:3]=[C:4]2[C:13](=[CH:14][C:15]=1[C:16](=[O:18])[CH3:17])[C:12]1[N:8]([CH:9]=[C:10]([C:19]3[N:23]([CH:24]([CH3:26])[CH3:25])[N:22]=[C:21]([CH3:27])[N:20]=3)[N:11]=1)[CH2:7][CH2:6][O:5]2.[BH4-].[Na+].O>CO>[CH3:1][C:2]1[CH:3]=[C:4]2[C:13](=[CH:14][C:15]=1[CH:16]([OH:18])[CH3:17])[C:12]1[N:8]([CH:9]=[C:10]([C:19]3[N:23]([CH:24]([CH3:26])[CH3:25])[N:22]=[C:21]([CH3:27])[N:20]=3)[N:11]=1)[CH2:7][CH2:6][O:5]2 |f:1.2|. Procedure details: To a solution of 1-{12-methyl-4-[3-methyl-1-(propan-2-yl)-1H-1,2,4-triazol-5-yl]-9-oxa-3,6-diazatricyclo[8.4.0.02,6]tetradeca-1(14),2,4,10,12-pentaen-13-yl}ethan-1-one (2.20 g) in MeOH (50.0 mL) was added NaBH4 (920 mg, 24.2 mmol). The mixture was stirred at room temperature for 2 hrs. Water was added to quench the reaction. The mixture was extracted with ethyl acetate (5×50 mL). The combined organic layers were washed with brine and dried over MgSO4. Removal of the solvent gave the crude produc... The reactants are CC1(C(C2=CC=CC=C2CC1)=O)F (2-methyl-2-fluoro-tetralone), O1CCCC1 (tetrahydrofuran), O1CCCC1 (tetrahydrofuran), C1=CC=C(C=C1)S(=O)(=O)N(F)S(=O)(=O)C2=CC=CC=C2 (N-fluorobenzenesulfonimide). Run at time 80 minute. Product: C1(=CC=CC=C1)COC(=O)C(F)C (C6H5CH2OCOCHFCH3). Yield: 47.0%. As a reaction SMILES: CC1(F)CC[C:9]2[C:4](=[CH:5][CH:6]=[CH:7][CH:8]=2)[C:3]1=[O:12].C1C=CC(S(N(S(C2C=CC=CC=2)(=O)=O)[F:24])(=O)=O)=CC=1.[O:34]1C[CH2:37][CH2:36][CH2:35]1>>[C:4]1([CH2:3][O:12][C:35]([CH:36]([CH3:37])[F:24])=[O:34])[CH:5]=[CH:6][CH:7]=[CH:8][CH:9]=1. Procedure: This Example is directed to the fluorination of ethyl phenylacetate (C6H5CH2CO2C2H5) to form C6H5CH2CO2CHFCH3. The precursor was stirred with 2 millimoles lithium diisopropylamine (preparation described in Example 12) in tetrahydrofuran at -78° C. for 1 hour. 1.2 equivalents N-fluorobenzenesulfonimide prepared according to Example 1 above in 3 milliliters tetrahydrofuran were added to the mixture which was stirred for 80 minutes. Stirring was continued as the mixture was allowed to warm up to ro...